From a dataset of the Open Reaction Database (ORD), a public repository of structured organic reaction records. describe an organic reaction: reactants, conditions, products, and yield The reactants are CC(=O)OC(C)=O, NC(=O)c1cc(-c2ccccc2)n[nH]c1=O. Product: N#Cc1cc(-c2ccccc2)n[nH]c1=O. RXN SMILES: [CH3:17][C:18]([O:19][C:20](=[O:21])[CH3:22])=[O:23].[O:1]=[c:2]1[nH:3][n:4][c:5](-[c:11]2[cH:12][cH:13][cH:14][cH:15][cH:16]2)[cH:6][c:7]1[C:8](=[O:9])[NH2:10]>>[O:1]=[c:2]1[nH:3][n:4][c:5](-[c:11]2[cH:12][cH:13][cH:14][cH:15][cH:16]2)[cH:6][c:7]1[C:8]#[N:10]. Reactants: O=C(O)c1cc(Cl)c(Cl)cn1, O. Yields the product O=C(O)c1cc(Cl)c(O)cn1. RXN SMILES: [Cl:1][c:2]1[cH:3][c:4]([C:9](=[O:10])[OH:11])[n:5][cH:6][c:7]1[Cl:8].[OH2:12]>>[Cl:1][c:2]1[cH:3][c:4]([C:9](=[O:10])[OH:11])[n:5][cH:6][c:7]1[OH:12]. Starting materials: ClCCl, CC(NC(=O)OC(C)(C)C)c1cnc(Cl)cc1-c1cccc2cc(-c3nc(NCCN4CCNC4=O)ncc3F)sc12, O=C(O)C(F)(F)F. Product: CC(N)c1cnc(Cl)cc1-c1cccc2cc(-c3nc(NCCN4CCNC4=O)ncc3F)sc12. RXN SMILES: [Cl:50][CH2:51][Cl:52].[Cl:8][c:9]1[cH:10][c:11](-[c:25]2[cH:26][cH:27][cH:28][c:29]3[c:30]2[s:31][c:32](-[c:34]2[n:35][c:36]([NH:41][CH2:42][CH2:43][N:44]4[C:45](=[O:49])[NH:46][CH2:47][CH2:48]4)[n:37][cH:38][c:39]2[F:40])[cH:33]3)[c:12]([CH:15]([CH3:16])[NH:17][C:18](=[O:19])[O:20][C:21]([CH3:22])([CH3:23])[CH3:24])[cH:13][n:14]1.[F:1][C:2]([F:3])([F:4])[C:5]([OH:6])=[O:7]>>[Cl:8][c:9]1[cH:10][c:11](-[c:25]2[cH:26][cH:27][cH:28][c:29]3[c:30]2[s:31][c:32](-[c:34]2[n:35][c:36]([NH:41][CH2:42][CH2:43][N:44]4[C:45](=[O:49])[NH:46][CH2:47][CH2:48]4)[n:37][cH:38][c:39]2[F:40])[cH:33]3)[c:12]([CH:15]([CH3:16])[NH2:17])[cH:13][n:14]1. The reactants are [Br-], Cc1ccc(S(=O)(=O)OCCN(CCOc2ccc(C#N)cc2)C(N)=O)cc1, CC(C)(C)OC(=O)N1CC2CNCC(C1)O2, CC#N, [K+], [K+], [Li+], O=C([O-])[O-]. The product is CC(C)(C)OC(=O)N1CC2CN(CCN(CCOc3ccc(C#N)cc3)C(N)=O)CC(C1)O2. As a reaction SMILES: [Br-:52].[C:1](#[N:2])[c:3]1[cH:4][cH:5][c:6]([O:7][CH2:8][CH2:9][N:10]([C:11](=[O:12])[NH2:13])[CH2:14][CH2:15][O:16][S:17]([c:18]2[cH:19][cH:20][c:21]([CH3:22])[cH:23][cH:24]2)(=[O:25])=[O:26])[cH:27][cH:28]1.[C:29]([CH3:30])([CH3:31])([CH3:32])[O:33][C:34](=[O:35])[N:36]1[CH2:37][CH:38]2[CH2:39][NH:40][CH2:41][CH:42]([CH2:43]1)[O:44]2.[CH3:53][C:54]#[N:55].[K+:45].[K+:46].[Li+:51].[O-:47][C:48]([O-:49])=[O:50]>>[C:1](#[N:2])[c:3]1[cH:4][cH:5][c:6]([O:7][CH2:8][CH2:9][N:10]([C:11](=[O:12])[NH2:13])[CH2:14][CH2:15][N:40]2[CH2:39][CH:38]3[CH2:37][N:36]([C:34]([O:33][C:29]([CH3:30])([CH3:31])[CH3:32])=[O:35])[CH2:43][CH:42]([CH2:41]2)[O:44]3)[cH:27][cH:28]1. The reactants are O=C(Cl)C(=O)Cl, CC(Cl)Cl, O=C(O)c1ccc(F)cc1. Yields the product O=C(Cl)c1ccc(F)cc1. As a reaction SMILES: [Cl:11][C:12]([C:13]([Cl:14])=[O:15])=[O:16].[Cl:17][CH:18]([Cl:19])[CH3:20].[OH:1][C:2](=[O:3])[c:4]1[cH:5][cH:6][c:7]([F:8])[cH:9][cH:10]1>>[O:1]=[C:2]([c:4]1[cH:5][cH:6][c:7]([F:8])[cH:9][cH:10]1)[Cl:11]. The reactants are S-monosodium, SC1=CC=C(C=C1)O (4-mercaptophenol), CN(C=O)C (dimethylformamide), ClCC(OCCC)OCCC (1-chloro-2,2-dipropoxyethane), [Cl-].[NH4+] (ammonium chloride). Solvent: O (water). Reaction conditions: temperature 90 celsius. Yields the product C(CC)OC(CSC1=CC=C(C=C1)O)OCCC (4-(2,2-dipropoxyethylthio)phenol). RXN SMILES: [SH:1][C:2]1[CH:7]=[CH:6][C:5]([OH:8])=[CH:4][CH:3]=1.CN(C)C=O.Cl[CH2:15][CH:16]([O:21][CH2:22][CH2:23][CH3:24])[O:17][CH2:18][CH2:19][CH3:20].[Cl-].[NH4+]>O>[CH2:18]([O:17][CH:16]([O:21][CH2:22][CH2:23][CH3:24])[CH2:15][S:1][C:2]1[CH:7]=[CH:6][C:5]([OH:8])=[CH:4][CH:3]=1)[CH2:19][CH3:20] |f:3.4|. Procedure: The S-monosodium salt of 4-mercaptophenol (0.05 mole) and dimethylformamide (75 ml) are charged into a glass reaction vessel equipped with a mechanical stirrer, thermometer and addition funnel. The mixture is stirred until dissolved, and 1-chloro-2,2-dipropoxyethane (0.05 mole) is added dropwise over a period of about 20 minutes. After the addition is completed, the reaction mixture is blanketed with nitrogen gas and is heated at about 90° C. with stirring for a period of about 48 hours. After t... Reactants: FC1=C(OC2=C3C(=NC=C2)C=C(S3)C=3C=C(C(=CC3)O)O)C=CC(=C1)[N+](=O)[O-] (4-(7-(2-Fluoro-4-nitrophenoxy)thieno[3,2-b]pyridin-2-yl)benzene-1,2-diol), BrCCCCl (1-bromo-3-chloropropane), C([O-])([O-])=O.[Cs+].[Cs+] (cesium carbonate). Solvent: CN(C)C=O (DMF), CCOC(=O)C (AcOEt). Conditions: time 2 hour. Product: ClCCCOC=1C=C(C=CC1OCCCCl)C1=CC2=NC=CC(=C2S1)OC1=C(C=C(C=C1)[N+](=O)[O-])F (2-(3,4-Bis(3-chloropropoxy)phenyl)-7-(2-fluoro-4-nitrophenoxy)thieno[3,2-b]pyridine). Yield: 62.2%. As a reaction SMILES: [F:1][C:2]1[CH:25]=[C:24]([N+:26]([O-:28])=[O:27])[CH:23]=[CH:22][C:3]=1[O:4][C:5]1[CH:10]=[CH:9][N:8]=[C:7]2[CH:11]=[C:12]([C:14]3[CH:15]=[C:16]([OH:21])[C:17]([OH:20])=[CH:18][CH:19]=3)[S:13][C:6]=12.Br[CH2:30][CH2:31][CH2:32][Cl:33].C(=O)([O-])[O-].[Cs+].[Cs+]>CN(C=O)C.CCOC(C)=O>[Cl:33][CH2:32][CH2:31][CH2:30][O:21][C:16]1[CH:15]=[C:14]([C:12]2[S:13][C:6]3[C:7](=[N:8][CH:9]=[CH:10][C:5]=3[O:4][C:3]3[CH:22]=[CH:23][C:24]([N+:26]([O-:28])=[O:27])=[CH:25][C:2]=3[F:1])[CH:11]=2)[CH:19]=[CH:18][C:17]=1[O:20][CH2:30][CH2:31][CH2:32][Cl:33] |f:2.3.4|. Procedure: To a stirred solution of 332 (140 mg, 0.35 mmol) in anhydrous DMF (5 ml) were added 1-bromo-3-chloropropane (553 mg, 3.51 mmol) and cesium carbonate (573 mg, 1.76 mmol), respectively. The reaction mixture was stirred for 2 hrs at room temperature, diluted with AcOEt, and successively washed with water, sat. ammonium chloride, water, and concentrated. The crude material was adsorbed on silica gel and purified by flash column chromatography (eluents AcOEt/CH2Cl2: 10/90 to 20/80) to afford title co...